From a dataset of the Open Reaction Database (ORD), a public repository of structured organic reaction records. describe an organic reaction: reactants, conditions, products, and yield Starting materials: [Li]CCCC, C1CCOC1, COc1ccc2ccsc2c1, [Cl-], [Cl-], [Cl-], Ic1ccccc1, [Li+], O=S(=O)([O-])C(F)(F)F, [Zn+2], c1ccc(P(c2ccccc2)(c2ccccc2)[Pd](P(c2ccccc2)(c2ccccc2)c2ccccc2)(P(c2ccccc2)(c2ccccc2)c2ccccc2)P(c2ccccc2)(c2ccccc2)c2ccccc2)cc1. The product is COc1ccc2cc(-c3ccccc3)sc2c1. Reaction SMILES: [CH2:12]([Li:13])[CH2:14][CH2:15][CH3:16].[CH2:34]1[O:35][CH2:36][CH2:37][CH2:38]1.[CH3:1][O:2][c:3]1[cH:4][cH:5][c:6]2[c:7]([s:8][cH:9][cH:10]2)[cH:11]1.[Cl-:33].[Cl-:39].[Cl-:41].[I:17][c:18]1[cH:19][cH:20][cH:21][cH:22][cH:23]1.[Li+:32].[O-:24][S:25]([C:26]([F:27])([F:28])[F:29])(=[O:30])=[O:31].[Zn+2:40].[cH:42]1[cH:43][cH:44][c:45]([P:46]([Pd:47]([P:48]([c:49]2[cH:50][cH:51][cH:52][cH:53][cH:54]2)([c:55]2[cH:56][cH:57][cH:58][cH:59][cH:60]2)[c:61]2[cH:62][cH:63][cH:64][cH:65][cH:66]2)([P:67]([c:68]2[cH:69][cH:70][cH:71][cH:72][cH:73]2)([c:74]2[cH:75][cH:76][cH:77][cH:78][cH:79]2)[c:80]2[cH:81][cH:82][cH:83][cH:84][cH:85]2)[P:86]([c:87]2[cH:88][cH:89][cH:90][cH:91][cH:92]2)([c:93]2[cH:94][cH:95][cH:96][cH:97][cH:98]2)[c:99]2[cH:100][cH:101][cH:102][cH:103][cH:104]2)([c:105]2[cH:106][cH:107][cH:108][cH:109][cH:110]2)[c:111]2[cH:112][cH:113][cH:114][cH:115][cH:116]2)[cH:117][cH:118]1>>[CH3:1][O:2][c:3]1[cH:4][cH:5][c:6]2[c:7]([s:8][c:9](-[c:18]3[cH:19][cH:20][cH:21][cH:22][cH:23]3)[cH:10]2)[cH:11]1. Reactants: NC=1OC2=CC(=CC=C2C(C1C#N)C1=CC(=C(C(=C1)OC)OC)OC)OC (2-Amino-3-cyano-7-methoxy-4-(3,4,5-trimethoxyphenyl)-4H-chromene), C(=O)O (formic acid). Run at time 1 hour. The product is C(#N)C1C(OC2=CC(=CC=C2C1C1=CC(=C(C(=C1)OC)OC)OC)OC)=O (3-Cyano-7-methoxy-2-oxo-4-(3,4,5-trimethoxyphenyl)-chroman). As a reaction SMILES: N[C:2]1[O:3][C:4]2[C:9]([CH:10]([C:14]3[CH:19]=[C:18]([O:20][CH3:21])[C:17]([O:22][CH3:23])=[C:16]([O:24][CH3:25])[CH:15]=3)[C:11]=1[C:12]#[N:13])=[CH:8][CH:7]=[C:6]([O:26][CH3:27])[CH:5]=2.C(O)=[O:29]>>[C:12]([CH:11]1[CH:10]([C:14]2[CH:15]=[C:16]([O:24][CH3:25])[C:17]([O:22][CH3:23])=[C:18]([O:20][CH3:21])[CH:19]=2)[C:9]2[C:4](=[CH:5][C:6]([O:26][CH3:27])=[CH:7][CH:8]=2)[O:3][C:2]1=[O:29])#[N:13]. Reported procedure: 2-Amino-3-cyano-7-methoxy-4-(3,4,5-trimethoxyphenyl)-4H-chromene (260 mg, 0.7 mmol) was dissolved into approximately 5 mL of formic acid. The obtained white suspension was stirred approximately 1 h at room temperature until it solubilized. The solvent was evaporated. The residue was dissolved into ethyl acetate (20 mL), washed with sodium bicarbonate saturated solution (2×20 mL), brine (20 mL), dried over sodium sulfate and concentrated to give approximately 210 mg of a mixture of diastereoisome... Starting materials: C(=O)C1=CNC2=CC=CC=C2C1=O (3-formyl-4(1H)-quinolone), C(CC(=O)O)(=O)O (malonic acid). Solvent: N1=CC=CC=C1 (pyridine). Product: N1C=C(C(C2=CC=CC=C12)=O)/C=C/C(=O)O (Trans 4(1H)-quinolone-3-acrylic acid). Reaction SMILES: [CH:1]([C:3]1[C:12](=[O:13])[C:11]2[C:6](=[CH:7][CH:8]=[CH:9][CH:10]=2)[NH:5][CH:4]=1)=O.C(O)(=O)[CH2:15][C:16]([OH:18])=[O:17]>N1C=CC=CC=1>[NH:5]1[C:6]2[C:11](=[CH:10][CH:9]=[CH:8][CH:7]=2)[C:12](=[O:13])[C:3](/[CH:1]=[CH:15]/[C:16]([OH:18])=[O:17])=[CH:4]1. Reported procedure: A solution of 3-formyl-4(1H)-quinolone (6 g) from Example 33 and malonic acid (18 g) in pyridine (300 ml) was heated on a steam bath for four hours. The reaction mixture was then evaporated down and the residue washed thoroughly with water. Recrystallisation from DMF/H2O gave the title compound, m.p. 242°-244° C. Starting materials: COC(C(C=1SC=CC1)(C=1SC=CC1)O)=O (2-Hydroxy-2,2-dithien-2-ylacetic acid methyl ester), C(CC1=CC=CC=C1)N1C[C@@H](CC1)O ((3R)-1-phenethylpyrrolidin-3-ol). The product is C(CC1=CC=CC=C1)N1C[C@@H](CC1)OC(C(C=1SC=CC1)(C=1SC=CC1)O)=O (2-Hydroxy-2,2-dithien-2-ylacetic acid (3R)-1-phenethylpyrrolidin-3-yl ester). Yield: 50.5%. Reaction SMILES: [CH3:1][O:2][C:3](=[O:16])[C:4]([OH:15])([C:10]1[S:11][CH:12]=[CH:13][CH:14]=1)[C:5]1[S:6][CH:7]=[CH:8][CH:9]=1.[CH2:17]([N:25]1[CH2:29]C[C@@H:27](O)[CH2:26]1)[CH2:18][C:19]1[CH:24]=[CH:23][CH:22]=[CH:21][CH:20]=1>>[CH2:17]([N:25]1[CH2:26][CH2:27][C@@H:1]([O:2][C:3](=[O:16])[C:4]([OH:15])([C:5]2[S:6][CH:7]=[CH:8][CH:9]=2)[C:10]2[S:11][CH:12]=[CH:13][CH:14]=2)[CH2:29]1)[CH2:18][C:19]1[CH:20]=[CH:21][CH:22]=[CH:23][CH:24]=1. Procedure details: Prepared as described in Intermediate I-1 from 2-Hydroxy-2,2-dithien-2-ylacetic acid methyl ester and (3R)-1-phenethylpyrrolidin-3-ol (Intermediate I-18). The yield was 0.98 g (50.5%) of the title product. The reactants are OC1=NOC(=C1)C1=C(C=CC=C1)C(F)(F)F (3-Hydroxy-5-(2-trifluoromethylphenyl)isoxazole), C(C)(C)(C)OC(=O)NCCO (2-(N-tert-butoxycarbonylamino)ethanol). Product: C(C)(C)(C)OC(=O)NCCOC1=NOC(=C1)C1=C(C=CC=C1)C(F)(F)F (3-(2-(N-tert-Butoxycarbonylamino)ethoxy)-5-(2-trifluoromethylphenyl)isoxazole). The yield is 73.9%. RXN SMILES: [OH:1][C:2]1[CH:6]=[C:5]([C:7]2[CH:12]=[CH:11][CH:10]=[CH:9][C:8]=2[C:13]([F:16])([F:15])[F:14])[O:4][N:3]=1.[C:17]([O:21][C:22]([NH:24][CH2:25][CH2:26]O)=[O:23])([CH3:20])([CH3:19])[CH3:18]>>[C:17]([O:21][C:22]([NH:24][CH2:25][CH2:26][O:1][C:2]1[CH:6]=[C:5]([C:7]2[CH:12]=[CH:11][CH:10]=[CH:9][C:8]=2[C:13]([F:14])([F:16])[F:15])[O:4][N:3]=1)=[O:23])([CH3:20])([CH3:19])[CH3:18]. Reported procedure: 3-Hydroxy-5-(2-trifluoromethylphenyl)isoxazole (0.3 g) and 2-(N-tert-butoxycarbonylamino)ethanol (0.23 g) were subjected to reaction and post-treatment in a similar manner to that described in Example 9(a) to obtain the title compound (0.36 g, 74%) as a colorless oil. The reactants are Cl.N[C@@H]1C[C@@H]([C@H](CC1)NC(=O)C1=C(NC2=C1N=CN=C2C2=C(C=CC(=C2)C(F)F)OCC2CC2)C)C (N-[(1S*,2S*,4S*)-4-amino-2-methylcyclohexyl]-4-[2-(cyclopropylmethoxy)-5-(difluoromethyl)phenyl]-6-methyl-5H-pyrrolo[3,2-d]pyrimidine-7-carboxamide hydrochloride), C(CC)(=O)Cl (propionyl chloride). Product: C1(CC1)COC1=C(C=C(C=C1)C(F)F)C=1C2=C(N=CN1)C(=C(N2)C)C(=O)N[C@@H]2[C@H](C[C@H](CC2)NC(CC)=O)C (4-[2-(Cyclopropylmethoxy)-5-(difluoromethyl)phenyl]-6-methyl-N-[(1S*,2S*,4S*)-2-methyl-4-(propanoylamino)cyclohexyl]-5H-pyrrolo[3,2-d]pyrimidine-7-carboxamide). Reaction SMILES: Cl.[NH2:2][C@H:3]1[CH2:8][CH2:7][C@H:6]([NH:9][C:10]([C:12]2[C:16]3[N:17]=[CH:18][N:19]=[C:20]([C:21]4[CH:26]=[C:25]([CH:27]([F:29])[F:28])[CH:24]=[CH:23][C:22]=4[O:30][CH2:31][CH:32]4[CH2:34][CH2:33]4)[C:15]=3[NH:14][C:13]=2[CH3:35])=[O:11])[C@@H:5]([CH3:36])[CH2:4]1.[C:37](Cl)(=[O:40])[CH2:38][CH3:39]>>[CH:32]1([CH2:31][O:30][C:22]2[CH:23]=[CH:24][C:25]([CH:27]([F:29])[F:28])=[CH:26][C:21]=2[C:20]2[C:15]3[NH:14][C:13]([CH3:35])=[C:12]([C:10]([NH:9][C@H:6]4[CH2:7][CH2:8][C@H:3]([NH:2][C:37](=[O:40])[CH2:38][CH3:39])[CH2:4][C@@H:5]4[CH3:36])=[O:11])[C:16]=3[N:17]=[CH:18][N:19]=2)[CH2:34][CH2:33]1 |f:0.1|. Procedure details: Starting from N-[(1S*,2S*,4S*)-4-amino-2-methylcyclohexyl]-4-[2-(cyclopropylmethoxy)-5-(difluoromethyl)phenyl]-6-methyl-5H-pyrrolo[3,2-d]pyrimidine-7-carboxamide hydrochloride (example D.f63) and commercially available propionyl chloride the title compound is obtained as colorless solid. Reactants: N12CC(C(CC1)C2)=O ((±)1-azabicyclo [2.2.1]heptan-3-one), C(C(=O)O)(=O)O (oxalic acid), C(C)(=O)O (acetic acid), Triethylphosphonoacetate, CC(C)([O-])C.[K+] (potassium t-butoxide). Solvent: CN(C)C=O (DMF), CO (methanol), CCOCC (ether), CN(C)C=O (DMF). The product is C(C(=O)O)(=O)O.C(C)OC(=O)\C=C\1/CN2CCC1C2 ((±) Z 3-(Ethoxycarbonylmethylene)-1-azabicyclo-[2.2.1]heptane oxalate salt), needles ( D1 ). Yield: 78.0%. As a reaction SMILES: [CH3:1][C:2](C)([O-])C.[K+].[N:7]12[CH2:13][CH:10]([CH2:11][CH2:12]1)[C:9](=O)[CH2:8]2.[C:15]([OH:18])(=[O:17])[CH3:16].[C:19]([OH:24])(=[O:23])[C:20]([OH:22])=[O:21]>CN(C=O)C.CCOCC.CO>[C:19]([OH:24])(=[O:23])[C:20]([OH:22])=[O:21].[CH2:1]([O:17][C:15](/[CH:16]=[C:9]1\[CH2:8][N:7]2[CH2:13][CH:10]\1[CH2:11][CH2:12]2)=[O:18])[CH3:2] |f:0.1,8.9|. Reported procedure: Triethylphosphonoacetate (2.69 g, 0.012 moles) in dry DMF (10 ml) was treated with potassium t-butoxide (1.59 g, 0.013 moles) at 0° C. with continuous stirring under an atmosphere of nitrogen. After 30 minutes (±)1-azabicyclo [2.2.1]heptan-3-one (D6, 1.11 g, 0.01 moles) in DMF (10 ml) was added at 0° C. and the stirred solution allowed to warm to room temperature over a period of 30 min. After standing at room temperature for lh the reaction was neutralised with acetic acid and concentrated in v...